From a dataset of the Open Reaction Database (ORD), a public repository of structured organic reaction records. describe an organic reaction: reactants, conditions, products, and yield The reactants are N1(N=CC=C1)C1=CC=C(CC=2C(=NC3=C(C=C(C=C3C2Cl)C(O)(C2=CN=CN2C)C2=CC=C(C=C2)Cl)C)Cl)C=C1 ((3-(4-(1H-Pyrazol-1-yl)benzyl)-2,4-dichloro-8-methylquinolin-6-yl)(4-chlorophenyl)(1-methyl-1H-imidazol-5-yl)methanol), N1(N=CC=C1)C1=CC=C(CC=2C(=NC3=C(C=C(C=C3C2Cl)C(O)(C2=CN=CN2C)C2=CC=C(C=C2)Cl)C)Cl)C=C1 ((3-(4-(1H-Pyrazol-1-yl)benzyl)-2,4-dichloro-8-methylquinolin-6-yl)(4-chlorophenyl)(1-methyl-1H-imidazol-5-yl)methanol), N1CCC1 (azetidine). Solvent: CN(C)C=O (DMF). Conditions: temperature 100 celsius. Yields the product N1(CCC1)C1=NC2=C(C=C(C=C2C(=C1CC1=CC=C(C=C1)N1N=CC=C1)Cl)C(O)(C1=CN=CN1C)C1=CC=C(C=C1)Cl)C ({2-Azetidin-1-yl-4-chloro-8-methyl-3-[4-(1H-pyrazol-1-yl)benzyl]quinolin-6-yl}(4-chlorophenyl)(1-methyl-1H-imidazol-5-yl)methanol). As a reaction SMILES: [N:1]1([C:6]2[CH:40]=[CH:39][C:9]([CH2:10][C:11]3[C:12](Cl)=[N:13][C:14]4[C:19]([C:20]=3[Cl:21])=[CH:18][C:17]([C:22]([C:30]3[CH:35]=[CH:34][C:33]([Cl:36])=[CH:32][CH:31]=3)([C:24]3[N:28]([CH3:29])[CH:27]=[N:26][CH:25]=3)[OH:23])=[CH:16][C:15]=4[CH3:37])=[CH:8][CH:7]=2)[CH:5]=[CH:4][CH:3]=[N:2]1.[NH:41]1[CH2:44][CH2:43][CH2:42]1>CN(C=O)C>[N:41]1([C:12]2[C:11]([CH2:10][C:9]3[CH:39]=[CH:40][C:6]([N:1]4[CH:5]=[CH:4][CH:3]=[N:2]4)=[CH:7][CH:8]=3)=[C:20]([Cl:21])[C:19]3[C:14](=[C:15]([CH3:37])[CH:16]=[C:17]([C:22]([C:30]4[CH:31]=[CH:32][C:33]([Cl:36])=[CH:34][CH:35]=4)([C:24]4[N:28]([CH3:29])[CH:27]=[N:26][CH:25]=4)[OH:23])[CH:18]=3)[N:13]=2)[CH2:44][CH2:43][CH2:42]1. Procedure: (3-(4-(1H-Pyrazol-1-yl)benzyl)-2,4-dichloro-8-methylquinolin-6-yl)(4-chlorophenyl)(1-methyl-1H-imidazol-5-yl)methanol (200 mg, 0.34 mmol, Intermediate 67), azetidine (194 mg, 3.40 mmol), and DMF (2 mL) were combined in a reaction tube, then sealed and heated to 100° C. and maintained at that temperature overnight. The reaction vessel was then cooled to room temperature and the solvent and excess azetidine were removed by reduced pressure distillation. The crude residue was taken up into EtOAc, t...